Dataset: the Open Reaction Database (ORD), a public repository of structured organic reaction records. Task: describe an organic reaction: reactants, conditions, products, and yield The reactants are CC1=CC(=C(C(=C1)C(=O)C)O)[N+](=O)[O-] (2-Hydroxy-5-methyl-3-nitroacetophenone), COC1=C(C=C(C=O)C=C1)F (4-methoxy-3-fluorobenzaldehyde). Product: FC=1C=C(C=CC1OC)/C=C/C(=O)C1=C(C(=CC(=C1)C)[N+](=O)[O-])O ((E)-3-(3-fluoro-4-methoxyphenyl)-1-(2-hydroxy-5-methyl-3-nitrophenyl)-2-propen-1-one). Yield: 75.2%. As a reaction SMILES: [CH3:1][C:2]1[CH:7]=[C:6]([C:8]([CH3:10])=[O:9])[C:5]([OH:11])=[C:4]([N+:12]([O-:14])=[O:13])[CH:3]=1.[CH3:15][O:16][C:17]1[CH:24]=[CH:23][C:20]([CH:21]=O)=[CH:19][C:18]=1[F:25]>>[F:25][C:18]1[CH:19]=[C:20](/[CH:21]=[CH:10]/[C:8]([C:6]2[CH:7]=[C:2]([CH3:1])[CH:3]=[C:4]([N+:12]([O-:14])=[O:13])[C:5]=2[OH:11])=[O:9])[CH:23]=[CH:24][C:17]=1[O:16][CH3:15]. Procedure: 2-Hydroxy-5-methyl-3-nitroacetophenone (100 mg, 0.51 mmol) and 4-methoxy-3-fluorobenzaldehyde (95 mg, 0.61 mmol) were reacted according to the same procedure as Preparation 1 to give 127 mg (Yield 74%) of the title compound. The reactants are Cl (hydrochloric acid), ClC1=CC=C(C(=O)CCCC(=O)O)C=C1 (4-(4-chlorobenzoyl)butanoic acid), [OH-].[Na+] (sodium hydroxide), [BH4-].[Na+] (sodium borohydride). The solvent is O (water). Reaction conditions: time 24 hour. Product: ClC1=CC=C(C=C1)C(CCCC(=O)O)O (5-(4-chlorophenyl)-5-hydroxypentanoic acid). Isolated yield 70.1%. As a reaction SMILES: [Cl:1][C:2]1[CH:15]=[CH:14][C:5]([C:6]([CH2:8][CH2:9][CH2:10][C:11]([OH:13])=[O:12])=[O:7])=[CH:4][CH:3]=1.[OH-].[Na+].[BH4-].[Na+].Cl>O>[Cl:1][C:2]1[CH:3]=[CH:4][C:5]([CH:6]([OH:7])[CH2:8][CH2:9][CH2:10][C:11]([OH:13])=[O:12])=[CH:14][CH:15]=1 |f:1.2,3.4|. Procedure details: To a solution of 10.6 g of 4-(4-chlorobenzoyl)butanoic acid and 1.9 g of sodium hydroxide in 50 ml of water was added under ice-cooling 2.7 g of sodium borohydride portionwise over 35 minutes, and the mixture was stirred at room temperature for 24 hours. The mixture was made acidic with diluted hydrochloric acid under ice-cooling, extracted with ether. The ether extract was washed with water and dried. After removal of the solvent, the residue was recrystallized from a mixture of ethyl acetate-n...